Dataset: the Open Reaction Database (ORD), a public repository of structured organic reaction records. Task: describe an organic reaction: reactants, conditions, products, and yield Starting materials: C(CCCCC(=O)O)(=O)O (adipic acid), C(CCCCCO)O (1,6-hexanediol). Conditions: temperature 155 celsius. The product is C(CCCCC(=O)O)(=O)O.C(CCCCCO)O (1,6-hexanediol adipate). The yield is 95.7%. Reaction SMILES: [C:1]([OH:10])(=[O:9])[CH2:2][CH2:3][CH2:4][CH2:5][C:6]([OH:8])=[O:7].[CH2:11]([OH:18])[CH2:12][CH2:13][CH2:14][CH2:15][CH2:16][OH:17]>>[C:1]([OH:10])(=[O:9])[CH2:2][CH2:3][CH2:4][CH2:5][C:6]([OH:8])=[O:7].[CH2:11]([OH:18])[CH2:12][CH2:13][CH2:14][CH2:15][CH2:16][OH:17] |f:2.3|. Procedure: A solution of 730.7 g (5 moles) adipic acid in 620 g (5.25 moles) 1,6-hexanediol was introduced at 100° C. into a reaction apparatus made of acid-resistant material with a volume of 5 liters, which was fitted with a high-speed stirrer system of the usual type (turbine agitator; speed of rotation 800 to 1200 rpm) and a distillation column (10 theoretical plates). The mixture was rapidly heated, with stirring, to a reaction temperature of 140 to 170° C. and the water of reaction formed was distill... Procedure details: The title compound was prepared by following the similar procedure as described in Example-4 using 4-((6-(5-(methylsulfonyl)-1H-indol-1-yl)pyridin-3-yl)methoxy) piperidine-1-carbonitrile (intermediate 38) and N-hydroxy-isobutyramidine (0.010 g, 5.8%). The product is C(C)(C)C1=NOC(=N1)N1CCC(CC1)OCC=1C=NC(=CC1)N1C=CC2=CC(=CC=C12)S(=O)(=O)C (3-Isopropyl-5-(4-((6-(5-(methylsulfonyl)-1H-indol-1-yl)pyridin-3-yl) methoxy)piperidin-1-yl)-1,2,4-oxadiazole). As a reaction SMILES: [CH3:1][S:2]([C:5]1[CH:6]=[C:7]2[C:11](=[CH:12][CH:13]=1)[N:10]([C:14]1[N:19]=[CH:18][C:17]([CH2:20][O:21][CH:22]3[CH2:27][CH2:26][N:25]([C:28]#[N:29])[CH2:24][CH2:23]3)=[CH:16][CH:15]=1)[CH:9]=[CH:8]2)(=[O:4])=[O:3].[OH:30][NH:31][C:32](=N)[CH:33]([CH3:35])[CH3:34]>>[CH:33]([C:32]1[N:29]=[C:28]([N:25]2[CH2:24][CH2:23][CH:22]([O:21][CH2:20][C:17]3[CH:18]=[N:19][C:14]([N:10]4[C:11]5[C:7](=[CH:6][C:5]([S:2]([CH3:1])(=[O:3])=[O:4])=[CH:13][CH:12]=5)[CH:8]=[CH:9]4)=[CH:15][CH:16]=3)[CH2:27][CH2:26]2)[O:30][N:31]=1)([CH3:35])[CH3:34]. Reactants: CS(=O)(=O)C=1C=C2C=CN(C2=CC1)C1=CC=C(C=N1)COC1CCN(CC1)C#N (4-((6-(5-(methylsulfonyl)-1H-indol-1-yl)pyridin-3-yl)methoxy) piperidine-1-carbonitrile), CS(=O)(=O)C=1C=C2C=CN(C2=CC1)C1=CC=C(C=N1)COC1CCN(CC1)C#N (4-((6-(5-(methylsulfonyl)-1H-indol-1-yl)pyridin-3-yl)methoxy) piperidine-1-carbonitrile), ONC(C(C)C)=N (N-hydroxy-isobutyramidine). Starting materials: NC1=NC=NN2C1=C(C=C2C2CN1C(CO2)CN(CC1)C(=O)OC(C)(C)C)C=1C=CC2=CN(N=C2C1)CC1=CC=CC=C1 (tert-butyl 3-[4-amino-5-(2-benzyl-2H-indazol-6-yl)pyrrolo[2,1-f][1,2,4]triazin-7-yl]hexahydropyrazino[2,1-c][1,4]oxazine-8(1H)-carboxylate). Run in ClCCl (dichloromethane), FC(C(=O)O)(F)F (trifluoroacetic acid). Conditions: time 30 minute. Yields the product C(C1=CC=CC=C1)N1N=C2C=C(C=CC2=C1)C=1C=C(N2N=CN=C(C21)N)C2CN1C(CO2)CNCC1 (5-(2-benzyl-2H-indazol-6-yl)-7-(octahydropyrazino[2,1-c][1,4]oxazin-3yl)pyrrolo[2,1-f][1,2,4]triazin-4-amine). The yield is 80.0%. RXN SMILES: [NH2:1][C:2]1[C:7]2=[C:8]([C:28]3[CH:29]=[CH:30][C:31]4[C:35]([CH:36]=3)=[N:34][N:33]([CH2:37][C:38]3[CH:43]=[CH:42][CH:41]=[CH:40][CH:39]=3)[CH:32]=4)[CH:9]=[C:10]([CH:11]3[O:16][CH2:15][CH:14]4[CH2:17][N:18](C(OC(C)(C)C)=O)[CH2:19][CH2:20][N:13]4[CH2:12]3)[N:6]2[N:5]=[CH:4][N:3]=1>ClCCl.FC(F)(F)C(O)=O>[CH2:37]([N:33]1[CH:32]=[C:31]2[C:35]([CH:36]=[C:28]([C:8]3[CH:9]=[C:10]([CH:11]4[O:16][CH2:15][CH:14]5[CH2:17][NH:18][CH2:19][CH2:20][N:13]5[CH2:12]4)[N:6]4[C:7]=3[C:2]([NH2:1])=[N:3][CH:4]=[N:5]4)[CH:29]=[CH:30]2)=[N:34]1)[C:38]1[CH:43]=[CH:42][CH:41]=[CH:40][CH:39]=1. Procedure: To a stirred solution of tert-butyl 3-[4-amino-5-(2-benzyl-2H-indazol-6-yl)pyrrolo[2,1-f][1,2,4]triazin-7-yl]hexahydropyrazino[2,1-c][1,4]oxazine-8(1H)-carboxylate (75 mg, 0.13 mmol) in dichloromethane (5 mL), trifluoroacetic acid (1 mL) was added. The reaction was allowed to stir for 30 minutes and concentrated. The mixture was partitioned between ethyl acetate (30 mL) and pH 14 saturated aqueous NaCl (10 mL). The layers were separated and the organic phase was washed, dried (Na2SO4), and conce... Starting materials: O=C(CCC(=O)NC1=CC=C(C=C1)C)C1=CC=CC=C1 (4-Oxo-4-phenyl-N-p-tolyl-butyramide), S(=O)(Cl)Cl (thionyl chloride). Yields the product C(C1=CC=CC=C1)(=O)C1=CC(N(S1)C1=CC=C(C=C1)C)=O (5-Benzoyl-2-p-tolylisothiazol-3-one). Isolated yield 77.0%. RXN SMILES: [O:1]=[C:2]([C:15]1[CH:20]=[CH:19][CH:18]=[CH:17][CH:16]=1)[CH2:3][CH2:4][C:5]([NH:7][C:8]1[CH:13]=[CH:12][C:11]([CH3:14])=[CH:10][CH:9]=1)=[O:6].[S:21](Cl)(Cl)=O>>[C:2]([C:3]1[S:21][N:7]([C:8]2[CH:13]=[CH:12][C:11]([CH3:14])=[CH:10][CH:9]=2)[C:5](=[O:6])[CH:4]=1)(=[O:1])[C:15]1[CH:20]=[CH:19][CH:18]=[CH:17][CH:16]=1. Reported procedure: A solution of 4-oxo-4-phenyl-N-p-tolyl-butyramide 28 (252 mg, 0.944 mmol) in thionyl chloride (1 mL) was stirred for 16 h at room temperature. Excess thionyl chloride was removed under vacuum and the residue was purified by flash silica gel column chromatography (hexane:ethyl acetate=10:1 to 4:1) to give the compound 29 (216 mg, 77%). 1H-1-NMR (CDCl3, 300 MHz) δ 2.40 (s, 3H), 6.82 (s, 1H), 7.28 (m, 2H), 7.54 (m, 4H), 7.71 (m, 1H), 7.96 (m, 2H). HRMS: calculated for C17H14NO2S (M+H)+296.0745. Fou... Starting materials: NCCN1CCNC1=O, O=C=Nc1ccccc1, c1ccccc1. Yields the product O=C(NCCN1CCNC1=O)Nc1ccccc1. Reaction SMILES: [NH2:1][CH2:2][CH2:3][N:4]1[C:5](=[O:9])[NH:6][CH2:7][CH2:8]1.[O:10]=[C:11]=[N:12][c:13]1[cH:14][cH:15][cH:16][cH:17][cH:18]1.[cH:19]1[cH:20][cH:21][cH:22][cH:23][cH:24]1>>[NH:1]([CH2:2][CH2:3][N:4]1[C:5](=[O:9])[NH:6][CH2:7][CH2:8]1)[C:11](=[O:10])[NH:12][c:13]1[cH:14][cH:15][cH:16][cH:17][cH:18]1.